Dataset: the Open Reaction Database (ORD), a public repository of structured organic reaction records. Task: describe an organic reaction: reactants, conditions, products, and yield Starting materials: C1C(O1)CO (glycidol), C1(=CC=CC=C1)CCC(C)N (1-phenyl-3-butylamine). Run in C(C)(C)O (isopropanol), C(C)(C)O (isopropanol). Conditions: temperature 70 celsius, time 1 hour. Product: C1(=CC=CC=C1)CCC(C)NCC(CO)O (3-(1-Phenyl-3-butyl)amino-1,2-propanediol). Yield: 70.0%. RXN SMILES: [CH2:1]1[O:3][CH:2]1[CH2:4][OH:5].[C:6]1([CH2:12][CH2:13][CH:14]([NH2:16])[CH3:15])[CH:11]=[CH:10][CH:9]=[CH:8][CH:7]=1>C(O)(C)C>[C:6]1([CH2:12][CH2:13][CH:14]([NH:16][CH2:1][CH:2]([OH:3])[CH2:4][OH:5])[CH3:15])[CH:11]=[CH:10][CH:9]=[CH:8][CH:7]=1. Procedure details: A solution of glycidol (11.5 g, 0.155 mol) in isopropanol (25 ml) was added dropwise under N2 at 40° C. to a solution of 1-phenyl-3-butylamine in isopropanol (50 ml). After 1 hour, the solution was heated at 70° C. for 1.5 hours and then at room temperature overnight. The isopropanol was removed under reduced pressure and the residue distilled to yield 24 g (70%) of 94; b.p.0.2 140°-5° C. Reactants: NC(CC(C(=O)OCC)C)C1=C(C=CC=C1OC)F (ethyl 4-amino-4-(2-fluoro-6-methoxyphenyl)-2-methylbutanoate), CC1=CN=C(S1)C=1C=C(C=O)C=CC1 (3-(5-methylthiazol-2-yl)benzaldehyde). The product is FC1=C(C(=CC=C1)OC)C1CC(C(N1CC1=CC(=CC=C1)C=1SC(=CN1)C)=O)C (5-(2-fluoro-6-methoxyphenyl)-3-methyl-1-(3-(5-methylthiazol-2-yl)benzyl)pyrrolidin-2-one). Reaction SMILES: [NH2:1][CH:2]([C:11]1[C:16]([O:17][CH3:18])=[CH:15][CH:14]=[CH:13][C:12]=1[F:19])[CH2:3][CH:4]([CH3:10])[C:5]([O:7]CC)=O.[CH3:20][C:21]1[S:25][C:24]([C:26]2[CH:27]=[C:28]([CH:31]=[CH:32][CH:33]=2)[CH:29]=O)=[N:23][CH:22]=1>>[F:19][C:12]1[CH:13]=[CH:14][CH:15]=[C:16]([O:17][CH3:18])[C:11]=1[CH:2]1[N:1]([CH2:29][C:28]2[CH:31]=[CH:32][CH:33]=[C:26]([C:24]3[S:25][C:21]([CH3:20])=[CH:22][N:23]=3)[CH:27]=2)[C:5](=[O:7])[CH:4]([CH3:10])[CH2:3]1. Reported procedure: Prepared according to the described general procedure 2 (GP2) by reaction of ethyl 4-amino-4-(2-fluoro-6-methoxyphenyl)-2-methylbutanoate with 3-(5-methylthiazol-2-yl)benzaldehyde. Subsequent purification by preparative HPLC afforded the target compound. LC-MS (conditions A): tR=0.88 min.; [M+H]+: 411.00 g/mol. Starting materials: Cl.NO (Hydroxylamine hydrochloride), C(C)OC(C(=CN(C)C)C(C1=CC(=C(C=C1)Cl)Cl)=O)=O (ethyl-2-(3',4'-dichlorobenzoyl)-3-di-methylaminopropenoate), C(C)(=O)[O-].[Na+] (sodium acetate), C(C)OCC (diethyl ether), resultant mixture. Run in CO (methanol). Product: C(C)OC(=O)C=1C=NOC1C1=CC(=C(C=C1)Cl)Cl (ethyl-5-(3',4'-dichlorophenyl)-4-isoxazolecarboxylate). Isolated yield 52.4%. Reaction SMILES: Cl.NO.[CH2:4]([O:6][C:7](=[O:23])[C:8]([C:13](=[O:22])[C:14]1[CH:19]=[CH:18][C:17]([Cl:20])=[C:16]([Cl:21])[CH:15]=1)=[CH:9][N:10](C)C)[CH3:5].C([O-])(=O)C.[Na+].C(OCC)C>CO>[CH2:4]([O:6][C:7]([C:8]1[CH:9]=[N:10][O:22][C:13]=1[C:14]1[CH:19]=[CH:18][C:17]([Cl:20])=[C:16]([Cl:21])[CH:15]=1)=[O:23])[CH3:5] |f:0.1,3.4|. Procedure details: Hydroxylamine hydrochloride (0.7 g.; 0.01 mol.) was added to a mixture of ethyl-2-(3',4'-dichlorobenzoyl)-3-di-methylaminopropenoate (3.16 g.; 0.01 mol.) and sodium acetate (0.82 g.; 0.01 mol.) in 25 ml. of diethyl ether and 15 ml. of methanol. The resultant mixture was stirred at 25° C. for 16 hours until the reaction was complete. The reaction mixture was filtered and concentrated in vacuo. The residue was dissolved in chloroform, extracted with water, dried over magnesium sulfate and concentr... The reactants are CC(Br)C(=O)c1c(C(C)C)nn2ccccc12, CCOC(=O)C(C(=O)OCC)C(=O)OCC, [Cl-], [H-], [NH4+], [Na+], CN(C)C=O, O. The product is CCOC(=O)C(C(=O)OCC)(C(=O)OCC)C(C)C(=O)c1c(C(C)C)nn2ccccc12. RXN SMILES: [Br:19][CH:20]([C:21](=[O:22])[c:23]1[c:24]([CH:32]([CH3:33])[CH3:34])[n:25][n:26]2[c:27]1[cH:28][cH:29][cH:30][cH:31]2)[CH3:35].[CH2:1]([CH3:2])[O:3][C:4](=[O:5])[CH:6]([C:7](=[O:8])[O:9][CH2:10][CH3:11])[C:12](=[O:13])[O:14][CH2:15][CH3:16].[Cl-:36].[H-:17].[NH4+:37].[Na+:18].[O:39]=[CH:40][N:41]([CH3:42])[CH3:43].[OH2:38]>>[CH2:1]([CH3:2])[O:3][C:4](=[O:5])[C:6]([C:7](=[O:8])[O:9][CH2:10][CH3:11])([C:12](=[O:13])[O:14][CH2:15][CH3:16])[CH:20]([C:21](=[O:22])[c:23]1[c:24]([CH:32]([CH3:33])[CH3:34])[n:25][n:26]2[c:27]1[cH:28][cH:29][cH:30][cH:31]2)[CH3:35].